This data is from the Open Reaction Database (ORD), a public repository of structured organic reaction records. The task is: describe an organic reaction: reactants, conditions, products, and yield Starting materials: C(C1=CC=CC=C1)(C1=CC=CC=C1)(C1=CC=CC=C1)NC=1SC=C(N1)C(C(=O)OCC)=NO (ethyl 2-(2-tritylamino-4-thiazolyl)-2-hydroxyiminoacetate), C([O-])([O-])=O.[K+].[K+] (potassium carbonate), C(C=C)I (allyl iodide), O (water). The solvent is C(C)(=O)OCC (ethyl acetate). Run at time 5 hour. The product is C(C1=CC=CC=C1)(C1=CC=CC=C1)(C1=CC=CC=C1)NC=1SC=C(N1)C(C(=O)OCC)=NOCC=C (ethyl 2-(2-tritylamino-4-thiazolyl)-2-(2-propenyloxyimino)-acetate). RXN SMILES: [C:1]([NH:20][C:21]1[S:22][CH:23]=[C:24]([C:26](=[N:32][OH:33])[C:27]([O:29][CH2:30][CH3:31])=[O:28])[N:25]=1)([C:14]1[CH:19]=[CH:18][CH:17]=[CH:16][CH:15]=1)([C:8]1[CH:13]=[CH:12][CH:11]=[CH:10][CH:9]=1)[C:2]1[CH:7]=[CH:6][CH:5]=[CH:4][CH:3]=1.C(=O)([O-])[O-].[K+].[K+].[CH2:40](I)[CH:41]=[CH2:42].O>C(OCC)(=O)C>[C:1]([NH:20][C:21]1[S:22][CH:23]=[C:24]([C:26](=[N:32][O:33][CH2:42][CH:41]=[CH2:40])[C:27]([O:29][CH2:30][CH3:31])=[O:28])[N:25]=1)([C:14]1[CH:19]=[CH:18][CH:17]=[CH:16][CH:15]=1)([C:8]1[CH:9]=[CH:10][CH:11]=[CH:12][CH:13]=1)[C:2]1[CH:7]=[CH:6][CH:5]=[CH:4][CH:3]=1 |f:1.2.3|. Procedure: A mixture of 6.86 g of the anti isomer of ethyl 2-(2-tritylamino-4-thiazolyl)-2-hydroxyiminoacetate [Step A of Example 14], 3.51 g of potassium carbonate, 15 ml of diemethylformamide and 7 ml of allyl iodide was stirred under an inert atmosphere at room temperature for 5 hours and then 250 ml of water and 150 ml of ethyl acetate were added thereto with stirring. The mixture was decanted and the aqueous phase was washed and reextracted with ethyl acetate. The extracts were dried, vacuum filtered ... Reactants: O (water), CO (methanol), COC(CC1=C(C=C(C=C1)C#CC1=CC=2C(CCC(C2C=C1)=O)(C)C)F)=O ([2-fluoro-4-(8,8-dimethyl-5-oxo-5,6,7,8-tetrahydro-naphthalene-2-ylethynyl)phenyl]acetic acid methyl ester), COC(CC1=C(C=C(C=C1)C#CC1=CC=2C(CCC(C2C=C1)=O)(C)C)F)=O ([2-fluoro-4-(8,8-dimethyl-5-oxo-5,6,7,8-tetrahydro-naphthalene-2-ylethynyl)phenyl]acetic acid methyl ester), O.[OH-].[Li+] (lithium hydroxide monohydrate). Solvent: C(C)(=O)OCC (ethyl acetate), CCCCCC (hexane). Product: FC1=C(C=CC(=C1)C#CC1=CC=2C(CCC(C2C=C1)=O)(C)C)CC(=O)O ([2-Fluoro-4-(8,8-dimethyl-5-oxo-5,6,7,8-tetrahydro-naphthalene-2-yl-ethynyl)phenyl]-acetic acid), solid. The yield is 41.0%. Reaction SMILES: C[O:2][C:3](=[O:27])[CH2:4][C:5]1[CH:10]=[CH:9][C:8]([C:11]#[C:12][C:13]2[CH:22]=[CH:21][C:20]3[C:19](=[O:23])[CH2:18][CH2:17][C:16]([CH3:25])([CH3:24])[C:15]=3[CH:14]=2)=[CH:7][C:6]=1[F:26].CO.O.O.[OH-].[Li+]>CCCCCC.C(OCC)(=O)C>[F:26][C:6]1[CH:7]=[C:8]([C:11]#[C:12][C:13]2[CH:22]=[CH:21][C:20]3[C:19](=[O:23])[CH2:18][CH2:17][C:16]([CH3:25])([CH3:24])[C:15]=3[CH:14]=2)[CH:9]=[CH:10][C:5]=1[CH2:4][C:3]([OH:27])=[O:2] |f:3.4.5|. Procedure: Following general procedure J and using [2-fluoro-4-(8,8-dimethyl-5-oxo-5,6,7,8-tetrahydro-naphthalene-2-ylethynyl)phenyl]acetic acid methyl ester (Compound 14, 0.18 g, 0.48 mmol), methanol (4 mL), tetrahydroluran (8 mL), water (2 mL) and lithium hydroxide monohydrate (0.2 g, 4.76 mmol) followed by flash column chromatography over silica gel (230-400 mesh) using 50-100% ethyl acetate in hexane as the eluent, the title compound was obtained as a dirty white solid (0.068 g, 41%). Reactants: COc1ccc(Br)c(C(=O)O)c1, O=C(Cl)c1ccccc1, [Li]CCCC, C1CCOC1, CCCCCC, O. Yields the product COc1ccc(C(=O)c2ccccc2)c(C(=O)O)c1. RXN SMILES: [Br:1][c:2]1[c:3]([C:4](=[O:5])[OH:6])[cH:7][c:8]([O:11][CH3:12])[cH:9][cH:10]1.[C:24]([c:25]1[cH:26][cH:27][cH:28][cH:29][cH:30]1)(=[O:31])[Cl:32].[CH2:13]([Li:14])[CH2:15][CH2:16][CH3:17].[CH2:33]1[O:34][CH2:35][CH2:36][CH2:37]1.[CH3:18][CH2:19][CH2:20][CH2:21][CH2:22][CH3:23].[OH2:38]>>[c:2]1([C:24]([c:25]2[cH:26][cH:27][cH:28][cH:29][cH:30]2)=[O:31])[c:3]([C:4](=[O:5])[OH:6])[cH:7][c:8]([O:11][CH3:12])[cH:9][cH:10]1.